From a dataset of the Open Reaction Database (ORD), a public repository of structured organic reaction records. describe an organic reaction: reactants, conditions, products, and yield Reactants: CSc1ccccc1N=C=O, CC(C)C(=O)Nc1cccc(C2CCN(CCC(N)c3ccccc3)CC2)c1. The product is CSc1ccccc1NC(=O)NC(CCN1CCC(c2cccc(NC(=O)C(C)C)c2)CC1)c1ccccc1. As a reaction SMILES: [N:1](=[C:2]=[O:3])[c:4]1[c:5]([S:10][CH3:11])[cH:6][cH:7][cH:8][cH:9]1.[NH2:12][CH:13]([CH2:14][CH2:15][N:16]1[CH2:17][CH2:18][CH:19]([c:22]2[cH:23][c:24]([NH:28][C:29]([CH:30]([CH3:31])[CH3:32])=[O:33])[cH:25][cH:26][cH:27]2)[CH2:20][CH2:21]1)[c:34]1[cH:35][cH:36][cH:37][cH:38][cH:39]1>>[NH:1]([C:2](=[O:3])[NH:12][CH:13]([CH2:14][CH2:15][N:16]1[CH2:17][CH2:18][CH:19]([c:22]2[cH:23][c:24]([NH:28][C:29]([CH:30]([CH3:31])[CH3:32])=[O:33])[cH:25][cH:26][cH:27]2)[CH2:20][CH2:21]1)[c:34]1[cH:35][cH:36][cH:37][cH:38][cH:39]1)[c:4]1[c:5]([S:10][CH3:11])[cH:6][cH:7][cH:8][cH:9]1. Starting materials: CC=1C(=C(C(=O)OC)C=C(C1C)CC1=CC=C(C=C1)C=1N=NN(C1)C)C=C (methyl 3,4-dimethyl-5-(4-(1-methyl-1H-1,2,3-triazol-4-yl)benzyl)-2-vinylbenzoate), CC(=O)C (acetone), C(C)#N (acetonitrile), I(=O)(=O)(=O)[O-].[Na+] (sodium periodate). Reagents/catalysts: [Os]=O (osmium oxide), [Os]=O (osmium oxide). Solvent: O (water). Run at time 8 hour. Yields the product C(=O)C1=C(C(=O)OC)C=C(C(=C1C)C)CC1=CC=C(C=C1)C=1N=NN(C1)C (methyl 2-formyl-3,4-dimethyl-5-(4-(1-methyl-1H-1,2,3-triazol-4-yl)benzyl)benzoate). RXN SMILES: [CH3:1][C:2]1[C:3]([CH:26]=C)=[C:4]([CH:9]=[C:10]([CH2:13][C:14]2[CH:19]=[CH:18][C:17]([C:20]3[N:21]=[N:22][N:23]([CH3:25])[CH:24]=3)=[CH:16][CH:15]=2)[C:11]=1[CH3:12])[C:5]([O:7][CH3:8])=[O:6].CC(C)=[O:30].C(#N)C.I([O-])(=O)(=O)=O.[Na+]>[Os]=O.O>[CH:26]([C:3]1[C:2]([CH3:1])=[C:11]([CH3:12])[C:10]([CH2:13][C:14]2[CH:15]=[CH:16][C:17]([C:20]3[N:21]=[N:22][N:23]([CH3:25])[CH:24]=3)=[CH:18][CH:19]=2)=[CH:9][C:4]=1[C:5]([O:7][CH3:8])=[O:6])=[O:30] |f:3.4|. Procedure: To a solution of methyl 3,4-dimethyl-5-(4-(1-methyl-1H-1,2,3-triazol-4-yl)benzyl)-2-vinylbenzoate (0.42 g) in a mixed solvent of acetone (10.0 mL)-acetonitrile (10.0 mL)-water (10.0 mL) were added osmium oxide (fixed catalyst I) (0.15 g) and sodium periodate (1.24 g), and the mixture was stirred overnight at room temperature. The reaction mixture was filtered, and the filtrate was extracted with ethyl acetate. The organic layer was washed with water and saturated brine, and dried over anhydrous ... The reactants are BrC=1C(=C(C=C2C(C(=CN(C12)C1CC1)C(=O)OCC)=O)F)F (ethyl 8-bromo-1-cyclopropyl-6,7-difluoro-1,4-dihydro-4-oxo-3-quinolinecarboxylate), C(CCC)[Sn](C#CC(=C)C)(CCCC)CCCC (1-tributylstannyl-3-methyl-but-3-en-1-ine). Reagents/catalysts: C=1C=CC(=CC1)[P](C=2C=CC=CC2)(C=3C=CC=CC3)[Pd]([P](C=4C=CC=CC4)(C=5C=CC=CC5)C=6C=CC=CC6)([P](C=7C=CC=CC7)(C=8C=CC=CC8)C=9C=CC=CC9)[P](C=1C=CC=CC1)(C=1C=CC=CC1)C=1C=CC=CC1 (tetrakis(triphenylphosphine)palladium(0)). The solvent is C1(=CC=CC=C1)C (toluene). Product: C1(CC1)N1C=C(C(C2=CC(=C(C(=C12)C#CC(=C)C)F)F)=O)C(=O)OCC (ethyl 1-cyclopropyl-6,7-difluoro-1,4-dihydro-8-(3-methyl-but-3-en-1-inyl)-4-oxo-3-quinolinecarboxylate). Yield: 80.1%. Reaction SMILES: Br[C:2]1[C:3]([F:22])=[C:4]([F:21])[CH:5]=[C:6]2[C:11]=1[N:10]([CH:12]1[CH2:14][CH2:13]1)[CH:9]=[C:8]([C:15]([O:17][CH2:18][CH3:19])=[O:16])[C:7]2=[O:20].C([Sn](CCCC)(CCCC)[C:28]#[C:29][C:30]([CH3:32])=[CH2:31])CCC>C1(C)C=CC=CC=1.C1C=CC([P]([Pd]([P](C2C=CC=CC=2)(C2C=CC=CC=2)C2C=CC=CC=2)([P](C2C=CC=CC=2)(C2C=CC=CC=2)C2C=CC=CC=2)[P](C2C=CC=CC=2)(C2C=CC=CC=2)C2C=CC=CC=2)(C2C=CC=CC=2)C2C=CC=CC=2)=CC=1>[CH:12]1([N:10]2[C:11]3[C:6](=[CH:5][C:4]([F:21])=[C:3]([F:22])[C:2]=3[C:28]#[C:29][C:30]([CH3:32])=[CH2:31])[C:7](=[O:20])[C:8]([C:15]([O:17][CH2:18][CH3:19])=[O:16])=[CH:9]2)[CH2:14][CH2:13]1 |^1:51,53,72,91|. Procedure: 1.86 g of ethyl 8-bromo-1-cyclopropyl-6,7-difluoro-1,4-dihydro-4-oxo-3-quinolinecarboxylate, 2.8 g of 1-tributylstannyl-3-methyl-but-3-en-1-ine and 0.29 g of tetrakis(triphenylphosphine)palladium(0) are refluxed for 6 hours in 20 ml of absolute toluene under a nitrogen atmosphere. The reaction mixture is filtered under hot conditions and concentrated, and the residue is stirred with hexane. After filtration with suction and drying, 1.43 g of ethyl 1-cyclopropyl-6,7-difluoro-1,4-dihydro-8-(3-meth...